Dataset: the Open Reaction Database (ORD), a public repository of structured organic reaction records. Task: describe an organic reaction: reactants, conditions, products, and yield Starting materials: NC=1C=C(C=CC1[N+](=O)[O-])N1C=C(C=C1)CO ([1-(3-amino-4-nitro-phenyl)-1H-pyrrol-3-yl]-methanol), CC1(OC(C=C(O1)C=1C=C(C#N)C=CC1)=O)C (3-(2,2-dimethyl-6-oxo-6H-[1,3]dioxin-4-yl)-benzonitrile). Product: C(#N)C=1C=C(C=CC1)C(CC(=O)NC1=C(C=CC(=C1)N1C=C(C=C1)CO)[N+](=O)[O-])=O (3-(3-Cyano-phenyl)-N-[5-(3-hydroxymethyl-pyrrol-1-yl)-2-nitro-phenyl]-3-oxo-propionamide), solid. RXN SMILES: [NH2:1][C:2]1[CH:3]=[C:4]([N:11]2[CH:15]=[CH:14][C:13]([CH2:16][OH:17])=[CH:12]2)[CH:5]=[CH:6][C:7]=1[N+:8]([O-:10])=[O:9].CC1(C)[O:24][C:23]([C:25]2[CH:26]=[C:27]([CH:30]=[CH:31][CH:32]=2)[C:28]#[N:29])=[CH:22][C:21](=O)[O:20]1>>[C:28]([C:27]1[CH:26]=[C:25]([C:23](=[O:24])[CH2:22][C:21]([NH:1][C:2]2[CH:3]=[C:4]([N:11]3[CH:15]=[CH:14][C:13]([CH2:16][OH:17])=[CH:12]3)[CH:5]=[CH:6][C:7]=2[N+:8]([O-:10])=[O:9])=[O:20])[CH:32]=[CH:31][CH:30]=1)#[N:29]. Procedure details: The title compound was prepared from [1-(3-amino-4-nitro-phenyl)-1H-pyrrol-3-yl]-methanol (Example F5) and 3-(2,2-dimethyl-6-oxo-6H-[1,3]dioxin-4-yl)-benzonitrile (Example L1) according to the general procedure M. Obtained as an orange solid (77 mg). Starting materials: C(#N)C1=CC=C(C=C1)CCC(=O)N(C)CCCNCS(=O)(=O)C1=C(C(=CC=C1)Cl)Cl (3-(4-cyanophenyl)-N-{3-[(2,3-dichlorobenzenesulphonyl)methylamino]propyl}-N-methylpropionamide), [S] (sulphur), C(CN)N (ethylenediamine). The product is ClC1=C(C=CC=C1Cl)S(=O)(=O)CNCCCN(C(CCC1=CC=C(C=C1)C=1NCCN1)=O)C (N-{3-[(2,3-dichlorobenzenesulphonyl)methylamino]propyl}-3-[4-(4,5-dihydro-1H-imidazol-2-yl)phenyl]-N-methylpropionamide). As a reaction SMILES: [C:1]([C:3]1[CH:8]=[CH:7][C:6]([CH2:9][CH2:10][C:11]([N:13]([CH2:15][CH2:16][CH2:17][NH:18][CH2:19][S:20]([C:23]2[CH:28]=[CH:27][CH:26]=[C:25]([Cl:29])[C:24]=2[Cl:30])(=[O:22])=[O:21])[CH3:14])=[O:12])=[CH:5][CH:4]=1)#[N:2].[S].[CH2:32](N)[CH2:33][NH2:34]>>[Cl:30][C:24]1[C:25]([Cl:29])=[CH:26][CH:27]=[CH:28][C:23]=1[S:20]([CH2:19][NH:18][CH2:17][CH2:16][CH2:15][N:13]([CH3:14])[C:11](=[O:12])[CH2:10][CH2:9][C:6]1[CH:5]=[CH:4][C:3]([C:1]2[NH:34][CH2:33][CH2:32][N:2]=2)=[CH:8][CH:7]=1)(=[O:22])=[O:21] |^3:30|. Procedure: Analogously to 13b), N-{3-[(2,3-dichlorobenzenesulphonyl)methylamino]propyl}-3-[4-(4,5-dihydro-1H-imidazol-2-yl)phenyl]-N-methylpropionamide was prepared from 0.7 g (1.49 mmol) of 3-(4-cyanophenyl)-N-{3-[(2,3-dichlorobenzenesulphonyl)methylamino]propyl}-N-methylpropionamide, 0.1 g (3.12 mmol) of sulphur and 3 ml of ethylenediamine.